From a dataset of the Open Reaction Database (ORD), a public repository of structured organic reaction records. describe an organic reaction: reactants, conditions, products, and yield Reactants: ice, C(C)OC(=O)N1CCC(CC1)N1C=CC2=CC=CC=C12 (4-indol-1-yl-piperidine-1-carboxylic acid ethyl ester), [H-].[H-].[H-].[H-].[Li+].[Al+3] (LAH). Run in C1CCOC1 (THF). Run at time 2 hour. The product is CN1CCC(CC1)N1C=CC2=CC=CC=C12 (1-(1-Methyl-piperidin-4-yl)-indole). Yield: 64.8%. RXN SMILES: C(O[C:4]([N:6]1[CH2:11][CH2:10][CH:9]([N:12]2[C:20]3[C:15](=[CH:16][CH:17]=[CH:18][CH:19]=3)[CH:14]=[CH:13]2)[CH2:8][CH2:7]1)=O)C.[H-].[H-].[H-].[H-].[Li+].[Al+3]>C1COCC1>[CH3:4][N:6]1[CH2:11][CH2:10][CH:9]([N:12]2[C:20]3[C:15](=[CH:16][CH:17]=[CH:18][CH:19]=3)[CH:14]=[CH:13]2)[CH2:8][CH2:7]1 |f:1.2.3.4.5.6|. Reported procedure: To an ice cooled solution of 4-indol-1-yl-piperidine-1-carboxylic acid ethyl ester (50 g, 0.18 mol) in dry THF (400 mL) was added LAH in small portions (7 g, 0.18 mol). After 2 hours, the mixture was quenched by successive addition of water (7 mL) 15% of sodium hydroxide (7 mL) and water (21 mL). The reaction mixture was filtered. The filtrate was dried and evaporated. The residue crystallized on standing and was recrystallized from a small amount of di-i-propyl ether to give the title compound ... Starting materials: COC1=C(C2=CC=C(C=C2C=C1)C1=CC(=CC=C1)OC)C(=O)NC=1SC=CN1 (2-methoxy-6-(3-methoxyphenyl)-N(thiazol-2-yl)-1-naphthamide), B(Br)(Br)Br (boron tribromide). Product: OC1=C(C2=CC=C(C=C2C=C1)C1=CC(=CC=C1)O)C(=O)NC=1SC=CN1 (2-Hydroxy-6-(3-hydroxyphenyl)-N-(thiazol-2-yl)-1-naphthamide). Reaction SMILES: C[O:2][C:3]1[CH:12]=[CH:11][C:10]2[C:5](=[CH:6][CH:7]=[C:8]([C:13]3[CH:18]=[CH:17][CH:16]=[C:15]([O:19]C)[CH:14]=3)[CH:9]=2)[C:4]=1[C:21]([NH:23][C:24]1[S:25][CH:26]=[CH:27][N:28]=1)=[O:22].B(Br)(Br)Br>>[OH:2][C:3]1[CH:12]=[CH:11][C:10]2[C:5](=[CH:6][CH:7]=[C:8]([C:13]3[CH:18]=[CH:17][CH:16]=[C:15]([OH:19])[CH:14]=3)[CH:9]=2)[C:4]=1[C:21]([NH:23][C:24]1[S:25][CH:26]=[CH:27][N:28]=1)=[O:22]. Procedure: The compound is prepared by reaction of 2-methoxy-6-(3-methoxyphenyl)-N(thiazol-2-yl)-1-naphthamide (117 mg, 0.30 mmol, 1 eq) with boron tribromide solution (7 eq) according to method G. Purification by column chromatography with dichloromethane/methanol 95/5 as the eluent yielded the desired product. The reactants are NC=1C=C2C=3CC(CCC3NC2=CC1)N(C)C (6-amino-3-(dimethyl)amino-1,2,3,4-tetrahydro-9H-carbazole), S1C=C(C=C1)C(=O)O (thiophene-3-carboxylic acid). Product: S1C=C(C=C1)C(=O)NC=1C=C2C=3CC(CCC3NC2=CC1)N(C)C (6-(3-thienoyl)amino-3-(dimethyl)amino-1,2,3,4-tetrahydro-9H-carbazole). Yield: 52.7%. RXN SMILES: [NH2:1][C:2]1[CH:3]=[C:4]2[C:12](=[CH:13][CH:14]=1)[NH:11][C:10]1[CH2:9][CH2:8][CH:7]([N:15]([CH3:17])[CH3:16])[CH2:6][C:5]2=1.[S:18]1[CH:22]=[CH:21][C:20]([C:23](O)=[O:24])=[CH:19]1>>[S:18]1[CH:22]=[CH:21][C:20]([C:23]([NH:1][C:2]2[CH:3]=[C:4]3[C:12](=[CH:13][CH:14]=2)[NH:11][C:10]2[CH2:9][CH2:8][CH:7]([N:15]([CH3:17])[CH3:16])[CH2:6][C:5]3=2)=[O:24])=[CH:19]1. Reported procedure: Beginning with 8.7 mg (0.038 mMol) 6-amino-3-(dimethyl)amino-1,2,3,4-tetrahydro-9H-carbazole and 11.0 mg (0.086 mMol) thiophene-3-carboxylic acid, 6.8 mg (53%) of the title compound were recovered as a beige solid. Starting materials: BrC=1C=CC(=C(C(=O)NC2=CN=NC=C2)C1)OCC1=CC(=C(C=C1)F)F (5-Bromo-2-([(3,4-difluorophenyl)methyl]oxy)-N-4-pyridazinylbenzamide), CC1(OB(OC1(C)C)C=1C=NN(C1)C(=O)OC(C)(C)C)C (1,1-dimethylethyl 4-(4,4,5,5-tetramethyl-1,3,2-dioxaborolan-2-yl)-1H-pyrazole-1-carboxylate), C([O-])([O-])=O.[Na+].[Na+] (sodium carbonate). The reagents and catalysts are C=1C=CC(=CC1)[P](C=2C=CC=CC2)(C=3C=CC=CC3)[Pd]([P](C=4C=CC=CC4)(C=5C=CC=CC5)C=6C=CC=CC6)([P](C=7C=CC=CC7)(C=8C=CC=CC8)C=9C=CC=CC9)[P](C=1C=CC=CC1)(C=1C=CC=CC1)C=1C=CC=CC1 (tetrakis(triphenylphosphine)palladium(0)). The solvent is COCCOC (1,2-dimethoxyethane). Run at temperature 120 celsius. The product is FC=1C=C(C=CC1F)COC1=C(C(=O)NC2=CN=NC=C2)C=C(C=C1)C=1C=NNC1 (2-{[(3,4-Difluorophenyl)methyl]oxy}-5-(1H-pyrazol-4-yl)-N-4-pyridazinylbenzamide). Reaction SMILES: Br[C:2]1[CH:3]=[CH:4][C:5]([O:17][CH2:18][C:19]2[CH:24]=[CH:23][C:22]([F:25])=[C:21]([F:26])[CH:20]=2)=[C:6]([CH:16]=1)[C:7]([NH:9][C:10]1[CH:15]=[CH:14][N:13]=[N:12][CH:11]=1)=[O:8].CC1(C)C(C)(C)OB([C:35]2[CH:36]=[N:37][N:38](C(OC(C)(C)C)=O)[CH:39]=2)O1.C(=O)([O-])[O-].[Na+].[Na+]>C1C=CC([P]([Pd]([P](C2C=CC=CC=2)(C2C=CC=CC=2)C2C=CC=CC=2)([P](C2C=CC=CC=2)(C2C=CC=CC=2)C2C=CC=CC=2)[P](C2C=CC=CC=2)(C2C=CC=CC=2)C2C=CC=CC=2)(C2C=CC=CC=2)C2C=CC=CC=2)=CC=1.COCCOC>[F:26][C:21]1[CH:20]=[C:19]([CH2:18][O:17][C:5]2[CH:4]=[CH:3][C:2]([C:35]3[CH:36]=[N:37][NH:38][CH:39]=3)=[CH:16][C:6]=2[C:7]([NH:9][C:10]2[CH:15]=[CH:14][N:13]=[N:12][CH:11]=2)=[O:8])[CH:24]=[CH:23][C:22]=1[F:25] |f:2.3.4,^1:57,59,78,97|. Procedure details: To a microwave vial was added 5-bromo-2-{[(3,4-difluorophenyl)methyl]oxy}-N-4-pyridazinylbenzamide (may be prepared as described in Example 78; 150 mg, 0.36 mmol), 1,1-dimethylethyl 4-(4,4,5,5-tetramethyl-1,3,2-dioxaborolan-2-yl)-1H-pyrazole-1-carboxylate (116 mg, 0.39 mmol), 1,2-dimethoxyethane (2 ml), 1M sodium carbonate (0.71 ml, 0.71 mmol) and tetrakis(triphenylphosphine)palladium(0) (24.75 mg, 0.02 mmol). The vial was sealed and heated to 120° C. for 25 min under microwave conditions. The m... The reactants are C(C1=CC=CC=C1)N1CC=2C=CN=C(C2CC1)NC1=CC(=C(C=C1)C)C=1N=CC2=CC=CC=C2C1 (6-benzyl-N-(3-(isoquinolin-3-yl)-4-methylphenyl)-5,6,7,8-tetrahydro-2,6-naphthyridin-1-amine), CCN(C(C)C)C(C)C (DIEA), C(OC(C)Cl)(=O)Cl (1-chloroethyl carbonochloridate). Reaction SMILES: C([N:8]1[CH2:17][CH2:16][C:15]2[C:14]([NH:18][C:19]3[CH:24]=[CH:23][C:22]([CH3:25])=[C:21]([C:26]4[N:27]=[CH:28][C:29]5[C:34]([CH:35]=4)=[CH:33][CH:32]=[CH:31][CH:30]=5)[CH:20]=3)=[N:13][CH:12]=[CH:11][C:10]=2[CH2:9]1)C1C=CC=CC=1.CCN(C(C)C)C(C)C.C(Cl)(=O)OC(Cl)C>ClC(Cl)C>[CH:28]1[C:29]2[C:34](=[CH:33][CH:32]=[CH:31][CH:30]=2)[CH:35]=[C:26]([C:21]2[CH:20]=[C:19]([NH:18][C:14]3[C:15]4[CH2:16][CH2:17][NH:8][CH2:9][C:10]=4[CH:11]=[CH:12][N:13]=3)[CH:24]=[CH:23][C:22]=2[CH3:25])[N:27]=1. Reaction conditions: temperature 90 celsius, time 12 hour. Yields the product C1=NC(=CC2=CC=CC=C12)C=1C=C(C=CC1C)NC1=NC=CC=2CNCCC12 (N-(3-(isoquinolin-3-yl)-4-methylphenyl)-5,6,7,8-tetrahydro-2,6-naphthyridin-1-amine). Procedure: To a solution of 6-benzyl-N-(3-(isoquinolin-3-yl)-4-methylphenyl)-5,6,7,8-tetrahydro-2,6-naphthyridin-1-amine (320 mg, 0.7 mmol) in dichloroethane is added DIEA (225 mg, 1.75 mmol) and 1-chloroethyl carbonochloridate (200 mg, 1.4 mmol). The reaction mixture is stirred at 90° C. for 12 hours. After cooling, the solvent is removed by rotary evaporation. The residue is redissolved in 20 ml of methanol and stirred at room temperature for 15 hours. After removing solvent, the crude product is purifie... The solvent is ClC(C)Cl (dichloroethane).